Dataset: the Open Reaction Database (ORD), a public repository of structured organic reaction records. Task: describe an organic reaction: reactants, conditions, products, and yield The reactants are CC[N+](CC)(CC)Cc1ccccc1, [Cl-], CCCCN(CCCl)CCCl, N#CCc1ccccc1, [Na+], [OH-]. Product: CCCCN1CCC(C#N)(c2ccccc2)CC1, Cl. As a reaction SMILES: [CH2:24]([N+:25]([CH2:26][CH3:27])([CH2:28][CH3:29])[CH2:30][CH3:31])[c:32]1[cH:33][cH:34][cH:35][cH:36][cH:37]1.[Cl-:23].[Cl:1][CH2:2][CH2:3][N:4]([CH2:5][CH2:6][Cl:7])[CH2:8][CH2:9][CH2:10][CH3:11].[N:12]#[C:13][CH2:14][c:15]1[cH:16][cH:17][cH:18][cH:19][cH:20]1.[Na+:22].[OH-:21]>>[CH2:2]1[CH2:3][N:4]([CH2:8][CH2:9][CH2:10][CH3:11])[CH2:5][CH2:6][C:14]1([C:13]#[N:12])[c:15]1[cH:16][cH:17][cH:18][cH:19][cH:20]1.[ClH:1]. Starting materials: BrC1=CN=C2C(=N1)N(N=N2)CC2=CC=C(C=C2)F (6-bromo-1-(4-fluoro-benzyl)-1H-[1,2,3]triazolo[4,5-b]pyrazine), S1C(=CC=C1)B(O)O (2-thiopheneboronic acid), C(=O)(O)[O-].[Na+] (NaHCO3). Reagents/catalysts: Cl[Pd]([P](C1=CC=CC=C1)(C2=CC=CC=C2)C3=CC=CC=C3)([P](C4=CC=CC=C4)(C5=CC=CC=C5)C6=CC=CC=C6)Cl (Pd(PPh3)2Cl2). The solvent is COCCOC (DME), O (water). Product: FC1=CC=C(CN2N=NC=3C2=NC(=CN3)C=3SC=CC3)C=C1 (1-(4-fluoro-benzyl)-6-thiophen-2-yl-1H-[1,2,3]triazolo[4,5-b]pyrazine). The yield is 18.1%. RXN SMILES: Br[C:2]1[N:7]=[C:6]2[N:8]([CH2:11][C:12]3[CH:17]=[CH:16][C:15]([F:18])=[CH:14][CH:13]=3)[N:9]=[N:10][C:5]2=[N:4][CH:3]=1.[S:19]1[CH:23]=[CH:22][CH:21]=[C:20]1B(O)O.C([O-])(O)=O.[Na+]>COCCOC.O.Cl[Pd](Cl)([P](C1C=CC=CC=1)(C1C=CC=CC=1)C1C=CC=CC=1)[P](C1C=CC=CC=1)(C1C=CC=CC=1)C1C=CC=CC=1>[F:18][C:15]1[CH:16]=[CH:17][C:12]([CH2:11][N:8]2[C:6]3=[N:7][C:2]([C:20]4[S:19][CH:23]=[CH:22][CH:21]=4)=[CH:3][N:4]=[C:5]3[N:10]=[N:9]2)=[CH:13][CH:14]=1 |f:2.3,^1:41,60|. Reported procedure: A mixture of 6-bromo-1-(4-fluoro-benzyl)-1H-[1,2,3]triazolo[4,5-b]pyrazine (100 mg, 0.32 mmol), 2-thiopheneboronic acid (44.8 mg, 0.35 mmol), Pd(PPh3)2Cl2 (11.3 mg, 0.016 mmol), and NaHCO3 (80.6 mg, 0.96 mmol) in DME (2 mL) and water (0.4 mL) was put in a microwave reaction tube and reacted in a microwave reactor at 120° C. for 15 minutes. The reaction mixture was partitioned in ethyl acetate and water, and the organic layer was evaporated. The residue was purified on a silica gel column eluting... The reactants are Cc1ccccc1, O=C(CCCCl)c1ccccc1, [I-], [K+], [K+], [Na+], O=C([O-])[O-], OC1CCNCC1. The product is O=C(CCCN1CCC(O)CC1)c1ccccc1. Reaction SMILES: [CH3:28][c:29]1[cH:30][cH:31][cH:32][cH:33][cH:34]1.[Cl:8][CH2:9][CH2:10][CH2:11][C:12](=[O:13])[c:14]1[cH:15][cH:16][cH:17][cH:18][cH:19]1.[I-:20].[K+:22].[K+:23].[Na+:21].[O-:24][C:25]([O-:26])=[O:27].[OH:1][CH:2]1[CH2:3][CH2:4][NH:5][CH2:6][CH2:7]1>>[OH:1][CH:2]1[CH2:3][CH2:4][N:5]([CH2:9][CH2:10][CH2:11][C:12](=[O:13])[c:14]2[cH:15][cH:16][cH:17][cH:18][cH:19]2)[CH2:6][CH2:7]1. The reactants are CC(=O)OC(C)=O, Cl, N#Cc1cccc(CN)n1, c1ccncc1. Product: CC(=O)NCc1cccc(C#N)n1. Reaction SMILES: [CH3:1][C:2]([O:3][C:5]([CH3:6])=[O:7])=[O:4].[ClH:8].[NH2:9][CH2:10][c:11]1[cH:12][cH:13][cH:14][c:15]([C:17]#[N:18])[n:16]1.[cH:19]1[cH:20][cH:21][n:22][cH:23][cH:24]1>>[C:5]([CH3:6])(=[O:7])[NH:9][CH2:10][c:11]1[cH:12][cH:13][cH:14][c:15]([C:17]#[N:18])[n:16]1. Starting materials: O=C(O)c1cc(C(F)(F)F)cc(S(=O)(=O)Cl)c1, N. Yields the product NS(=O)(=O)c1cc(C(=O)O)cc(C(F)(F)F)c1. As a reaction SMILES: [Cl:1][S:2](=[O:3])(=[O:4])[c:5]1[cH:6][c:7]([C:8](=[O:9])[OH:10])[cH:11][c:12]([C:14]([F:15])([F:16])[F:17])[cH:13]1.[NH3:18]>>[S:2](=[O:3])(=[O:4])([c:5]1[cH:6][c:7]([C:8](=[O:9])[OH:10])[cH:11][c:12]([C:14]([F:15])([F:16])[F:17])[cH:13]1)[NH2:18]. Starting materials: NC=1C=C(C=CC1OC)CCNC(C(F)(F)F)=O (N-[2-(3-Amino-4-methoxyphenyl)ethyl]-2,2,2-trifluoro acetamide), C(C)(=O)OC(C)=O (acetic anhydride). The product is C(C)(=O)NC=1C=C(C=CC1OC)CCNC(C(F)(F)F)=O (N-[2-[3-(Acetylamino)-4-methoxyphenyl]ethyl]-2,2,2-trifluoroacetamide). As a reaction SMILES: [NH2:1][C:2]1[CH:3]=[C:4]([CH2:10][CH2:11][NH:12][C:13](=[O:18])[C:14]([F:17])([F:16])[F:15])[CH:5]=[CH:6][C:7]=1[O:8][CH3:9].[C:19](OC(=O)C)(=[O:21])[CH3:20]>>[C:19]([NH:1][C:2]1[CH:3]=[C:4]([CH2:10][CH2:11][NH:12][C:13](=[O:18])[C:14]([F:15])([F:16])[F:17])[CH:5]=[CH:6][C:7]=1[O:8][CH3:9])(=[O:21])[CH3:20]. Procedure: N-[2-(3-Amino-4-methoxyphenyl)ethyl]-2,2,2-trifluoro acetamide (5.24 g., 0.02 moles) in acetic anhydride (20 ml) was boiled at reflux for 2 hr. The anhydride was removed under reduced pressure and the syrupy residue added to water. The grey solid was collected and recrystallised from toluene using charcoal to give the sub-title compound as cream crystals (4.0 g) mp 105°-106°. Reactants: CN(C1=C(C(=CC=C1)[N+](=O)[O-])C)C (N,N-dimethyl-2-methyl-3-nitroaniline). Reagents/catalysts: [Ni] (Raney nickel). The solvent is CO (methanol), [H][H] (hydrogen). Product: CN(C=1C(=C(N)C=CC1)C)C (3-dimethylamino-2-methylaniline). Yield: 93.7%. Reaction SMILES: [CH3:1][N:2]([CH3:13])[C:3]1[CH:8]=[CH:7][CH:6]=[C:5]([N+:9]([O-])=O)[C:4]=1[CH3:12]>CO.[H][H].[Ni]>[CH3:1][N:2]([CH3:13])[C:3]1[C:4]([CH3:12])=[C:5]([CH:6]=[CH:7][CH:8]=1)[NH2:9]. Procedure details: 73 g of N,N-dimethyl-2-methyl-3-nitroaniline are dissolved in 800 ml of methanol and hydrogenated at 20° C. under 5 bar of hydrogen using Raney nickel as catalyst. 57 g of 3-dimethylamino-2-methylaniline are obtained.